Dataset: the Open Reaction Database (ORD), a public repository of structured organic reaction records. Task: describe an organic reaction: reactants, conditions, products, and yield The reactants are NC=1NC=C(N1)C=1[C@]2(C)[C@@H](CC1)[C@@H]1CC=C3C[C@H](CC[C@]3(C)[C@H]1CC2)O ((3β)-17-(2-amino-4-imidazolyl)-androsta-5,16-dien-3-ol), Br (HBr). Product: NC=1NC=C(N1)C=1[C@]2(C)[C@@H](CC1)[C@@H]1CC=C3CC(CC[C@]3(C)[C@H]1CC2)=O (17-(2-amino-4-imidazolyl)-androsta-5,16-dien-3-one). As a reaction SMILES: [NH2:1][C:2]1[NH:3][CH:4]=[C:5]([C:7]2[C@:8]3([CH2:25][CH2:24][C@H:23]4[C@@H:13]([CH2:14][CH:15]=[C:16]5[C@:21]4([CH3:22])[CH2:20][CH2:19][C@H:18]([OH:26])[CH2:17]5)[C@@H:10]3[CH2:11][CH:12]=2)[CH3:9])[N:6]=1.Br>>[NH2:1][C:2]1[NH:3][CH:4]=[C:5]([C:7]2[C@:8]3([CH2:25][CH2:24][C@H:23]4[C@@H:13]([CH2:14][CH:15]=[C:16]5[C@:21]4([CH3:22])[CH2:20][CH2:19][C:18](=[O:26])[CH2:17]5)[C@@H:10]3[CH2:11][CH:12]=2)[CH3:9])[N:6]=1. Procedure: In an analogous manner to example 2 the title compound is prepared from (3β)-17-(2-amino-4-imidazolyl)-androsta-5,16-dien-3-ol.HBr prepared in Example 7. Reactants: CCOC(=O)C(=O)c1sc(Cl)c(Cl)c1Cl, CC(C)=O, Cl, O. The product is O=C(O)C(=O)c1sc(Cl)c(Cl)c1Cl. Reaction SMILES: [CH2:1]([CH3:2])[O:3][C:4]([C:5](=[O:6])[c:7]1[s:8][c:9]([Cl:14])[c:10]([Cl:13])[c:11]1[Cl:12])=[O:15].[CH3:17][C:18](=[O:19])[CH3:20].[ClH:16].[OH2:21]>>[O:3]=[C:4]([C:5](=[O:6])[c:7]1[s:8][c:9]([Cl:14])[c:10]([Cl:13])[c:11]1[Cl:12])[OH:15]. The reactants are C(C)(C)(C)P(C1=C(C=CC=C1)C1=C(C=C(C=C1C(C)C)C(C)C)C(C)C)C(C)(C)C (di-tert-butyl (2′,4′,6′-triisopropylbiphenyl-2-yl)phosphine), BrC=1C=C(C=NC1)OC=1N=C(C(=NC1CC)C(=O)N)NC1=CC=C(C=C1)N1CCN(CC1)C (5-[(5-bromopyridin-3-yl)oxy]-6-ethyl-3-{[4-(4-methylpiperazin-1-yl)phenyl]amino}pyrazine-2-carboxamide), C(C1=CC=CC=C1)(C1=CC=CC=C1)=N (benzophenoneimine), C(C)(C)(C)P(C1=C(C=CC=C1)C1=C(C=C(C=C1C(C)C)C(C)C)C(C)C)C(C)(C)C (di-tert-butyl (2′,4′,6′-triisopropylbiphenyl-2-yl)phosphine), P(=O)([O-])([O-])[O-].[K+].[K+].[K+] (potassium phosphate). Reagents/catalysts: C=1C=CC(=CC1)/C=C/C(=O)/C=C/C2=CC=CC=C2.C=1C=CC(=CC1)/C=C/C(=O)/C=C/C2=CC=CC=C2.C=1C=CC(=CC1)/C=C/C(=O)/C=C/C2=CC=CC=C2.[Pd].[Pd] (tris(dibenzylideneacetone)dipalladium), C=1C=CC(=CC1)/C=C/C(=O)/C=C/C2=CC=CC=C2.C=1C=CC(=CC1)/C=C/C(=O)/C=C/C2=CC=CC=C2.C=1C=CC(=CC1)/C=C/C(=O)/C=C/C2=CC=CC=C2.[Pd].[Pd] (tris(dibenzylideneacetone)dipalladium). The solvent is O (Water), CN1C(CCC1)=O (N-methylpyrrolidone), COCCOC (1,2-dimethoxyethane). Run at temperature 80 celsius, time 10 hour. Product: C1(=CC=CC=C1)C(C1=CC=CC=C1)=NC=1C=C(C=NC1)OC=1N=C(C(=NC1CC)C(=O)N)NC1=CC=C(C=C1)N1CCN(CC1)C (5-({5-[(diphenylmethylene)amino]pyridin-3-yl}oxy)-6-ethyl-3-{[4-(4-methylpiperazin-1-yl)phenyl]amino}pyrazine-2-carboxamide). Reaction SMILES: Br[C:2]1[CH:3]=[C:4]([O:8][C:9]2[N:10]=[C:11]([NH:20][C:21]3[CH:26]=[CH:25][C:24]([N:27]4[CH2:32][CH2:31][N:30]([CH3:33])[CH2:29][CH2:28]4)=[CH:23][CH:22]=3)[C:12]([C:17]([NH2:19])=[O:18])=[N:13][C:14]=2[CH2:15][CH3:16])[CH:5]=[N:6][CH:7]=1.[C:34](=[NH:47])([C:41]1[CH:46]=[CH:45][CH:44]=[CH:43][CH:42]=1)[C:35]1[CH:40]=[CH:39][CH:38]=[CH:37][CH:36]=1.C(P(C(C)(C)C)C1C=CC=CC=1C1C(C(C)C)=CC(C(C)C)=CC=1C(C)C)(C)(C)C.P([O-])([O-])([O-])=O.[K+].[K+].[K+]>C1C=CC(/C=C/C(/C=C/C2C=CC=CC=2)=O)=CC=1.C1C=CC(/C=C/C(/C=C/C2C=CC=CC=2)=O)=CC=1.C1C=CC(/C=C/C(/C=C/C2C=CC=CC=2)=O)=CC=1.[Pd].[Pd].O.CN1CCCC1=O.COCCOC>[C:35]1([C:34](=[N:47][C:2]2[CH:3]=[C:4]([O:8][C:9]3[N:10]=[C:11]([NH:20][C:21]4[CH:26]=[CH:25][C:24]([N:27]5[CH2:32][CH2:31][N:30]([CH3:33])[CH2:29][CH2:28]5)=[CH:23][CH:22]=4)[C:12]([C:17]([NH2:19])=[O:18])=[N:13][C:14]=3[CH2:15][CH3:16])[CH:5]=[N:6][CH:7]=2)[C:41]2[CH:42]=[CH:43][CH:44]=[CH:45][CH:46]=2)[CH:40]=[CH:39][CH:38]=[CH:37][CH:36]=1 |f:3.4.5.6,7.8.9.10.11|. Procedure: A mixture of 5-[(5-bromopyridin-3-yl)oxy]-6-ethyl-3-{[4-(4-methylpiperazin-1-yl)phenyl]amino}pyrazine-2-carboxamide (370 mg), benzophenoneimine (145 μL), a tris(dibenzylideneacetone)dipalladium (0) chloroform complex (22 mg), di-tert-butyl (2′,4′,6′-triisopropylbiphenyl-2-yl)phosphine (28 mg), potassium phosphate (383 mg), and 1,2-dimethoxyethane (3 mL) was stirred at 80° C. for 10 hours under a nitrogen atmosphere. To the reactant was added N-methylpyrrolidone (3 mL), and a tris(dibenzylideneac... Reactants: O (water), NC=1SC=CN1 (2-aminothiazole), ClC1=NC(=NC(=C1)Cl)C (4,6-dichloro-2-methylpyrimidine), CC(C)(C)[O-].[K+] (t-BuOK). The solvent is C1CCOC1 (THF). Conditions: temperature 0 celsius. Yields the product ClC1=CC(=NC(=N1)C)NC=1SC=CN1 (N-(6-chloro-2-methylpyrimidin-4-yl)thiazol-2-amine). Yield: 51.5%. As a reaction SMILES: [NH2:1][C:2]1[S:3][CH:4]=[CH:5][N:6]=1.[Cl:7][C:8]1[CH:13]=[C:12](Cl)[N:11]=[C:10]([CH3:15])[N:9]=1.CC([O-])(C)C.[K+].O>C1COCC1>[Cl:7][C:8]1[N:9]=[C:10]([CH3:15])[N:11]=[C:12]([NH:1][C:2]2[S:3][CH:4]=[CH:5][N:6]=2)[CH:13]=1 |f:2.3|. Procedure: To a cool (0° C.), stirring suspension of 2-aminothiazole (3.05 g, 0.0305 mol), 4,6-dichloro-2-methylpyrimidine (5.84 g, 0.0358 mol) in THF (50 mL) was added dropwise over 10 minutes via addition funnel a solution of t-BuOK (40 mL, 30% wt in THF, 0.1069 mol). The reaction was allowed to slowly warm to room temperature overnight. To the reaction was added water (40 mL) and the resulting clear solution was extracted with chloroform and then chloroform/methanol (4:1). The combined extracts were con... Starting materials: C(CCCCCCCCCCCCCCCCC)OCC1CO1 (octadecylglycidyl ether), N[C@@H](CCCNC(N)=N)C(=O)O (L-arginine), C(C)(C)O (i-propanol), C(CCCCCCCCCCCCCCCCC)OCC1CO1 (octadecylglycidyl ether), Cl (hydrochloric acid). Run in O (water). Product: Cl.OC(CN[C@@H](CCCNC(N)=N)C(=O)O)COCCCCCCCCCCCCCCCCCC (N-(2-hydroxy-3-octadecyloxypropyl)-L-arginine hydrochloride). The yield is 39.5%. RXN SMILES: [NH2:1][C@H:2]([C:10]([OH:12])=[O:11])[CH2:3][CH2:4][CH2:5][NH:6][C:7](=[NH:9])[NH2:8].C(O)(C)C.[CH2:17]([O:35][CH2:36][CH:37]1[O:39][CH2:38]1)[CH2:18][CH2:19][CH2:20][CH2:21][CH2:22][CH2:23][CH2:24][CH2:25][CH2:26][CH2:27][CH2:28][CH2:29][CH2:30][CH2:31][CH2:32][CH2:33][CH3:34].[ClH:40]>O>[ClH:40].[OH:39][CH:37]([CH2:36][O:35][CH2:17][CH2:18][CH2:19][CH2:20][CH2:21][CH2:22][CH2:23][CH2:24][CH2:25][CH2:26][CH2:27][CH2:28][CH2:29][CH2:30][CH2:31][CH2:32][CH2:33][CH3:34])[CH2:38][NH:1][C@H:2]([C:10]([OH:12])=[O:11])[CH2:3][CH2:4][CH2:5][NH:6][C:7](=[NH:8])[NH2:9] |f:5.6|. Reported procedure: L-arginine (17.4 g, 0.1 mols) was dissolved in 100 ml of water in a three-necked round flask, and 100 ml of i-propanol were added thereto. Then, 32.6 g (0.1 mols) of octadecylglycidyl ether (made by Sakamoto Yakuhin Kogyo Co., Ltd.) were added dropwise thereto over a period of 30 minutes while being heat-refluxed and stirred. Further, the mixture was stirred under reflux for 3 hours. It was identified through TLC and gas chromatography that octadecylglycidyl ether disappeared. Thereafter, the re...